This data is from the Open Reaction Database (ORD), a public repository of structured organic reaction records. The task is: describe an organic reaction: reactants, conditions, products, and yield Reactants: C(C=C)OC1=CC=C(C=C1)C1=NSC(=C1C(=O)\N=C(/NC(=O)OC(C)(C)C)\NCC1=CC(=C(C(=C1)Cl)NC(CN(C(OC(C)(C)C)=O)CCCC=C)=O)Cl)C (tert-Butyl (2-((4-((((Z)-(((3-(4-(allyloxy)phenyl)-5-methyl-4-isothiazolyl)carbonyl)imino)((tert-butoxycarbonyl)amino)methyl)amino)-methyl)-2,6-dichlorophenyl)amino)-2-oxoethyl)4-penten-1-ylcarbamate). Reagents/catalysts: Cl[Ru](Cl)([P](C1CCCCC1)(C2CCCCC2)C3CCCCC3)([P](C4CCCCC4)(C5CCCCC5)C6CCCCC6)=CC7=CC=CC=C7 (Grubbs Catalyst), Cl[Ru](Cl)([P](C1CCCCC1)(C2CCCCC2)C3CCCCC3)([P](C4CCCCC4)(C5CCCCC5)C6CCCCC6)=CC7=CC=CC=C7 (Grubbs Catalyst 1st Generation). Solvent: ClCCCl (1,2-dichloroethane), ClCCCl (1,2-dichloroethane). Reaction conditions: temperature 70 celsius, time 6 hour. The product is C(C)(C)(C)OC(=O)NC1=NC(C2=C(SN=C2C2=CC=C(OCC=CCCCN(CC(NC3=C(C=C(CN1)C=C3Cl)Cl)=O)C(=O)OC(C)(C)C)C=C2)C)=O (tert-Butyl 9-((tert-butoxycarbonyl)amino)-14,32-dichloro-5-methyl-7,17-dioxo-26-oxa-4-thia-3,8,10,16,19-pentaazatetracyclo[25.2.2.212,15.02,6]-tritriaconta-1(29),2,5,8,12,14,23,27,30,32-decaene-19-carboxylate). RXN SMILES: [CH2:1]([O:4][C:5]1[CH:10]=[CH:9][C:8]([C:11]2[C:15]([C:16](/[N:18]=[C:19](/[NH:28][CH2:29][C:30]3[CH:35]=[C:34]([Cl:36])[C:33]([NH:37][C:38](=[O:53])[CH2:39][N:40]([CH2:48][CH2:49][CH2:50][CH:51]=[CH2:52])[C:41](=[O:47])[O:42]C(C)(C)C)=[C:32]([Cl:54])[CH:31]=3)\[NH:20][C:21]([O:23]C(C)(C)C)=[O:22])=[O:17])=[C:14]([CH3:55])[S:13][N:12]=2)=[CH:7][CH:6]=1)C=C>ClCCCl.Cl[Ru](=CC1C=CC=CC=1)([P](C1CCCCC1)(C1CCCCC1)C1CCCCC1)([P](C1CCCCC1)(C1CCCCC1)C1CCCCC1)Cl>[C:8]([O:23][C:21]([NH:20][C:19]1[NH:28][CH2:29][C:30]2[CH:35]=[C:34]([Cl:36])[C:33](=[C:32]([Cl:54])[CH:31]=2)[NH:37][C:38](=[O:53])[CH2:39][N:40]([C:41]([O:42][C:30]([CH3:35])([CH3:31])[CH3:29])=[O:47])[CH2:48][CH2:49][CH2:50][CH:51]=[CH:52][CH2:1][O:4][C:5]2[CH:10]=[CH:9][C:8](=[CH:7][CH:6]=2)[C:11]2[C:15](=[C:14]([CH3:55])[S:13][N:12]=2)[C:16](=[O:17])[N:18]=1)=[O:22])([CH3:11])([CH3:9])[CH3:7] |^1:68,87|. Reported procedure: The intermediate (114 mg, 0.140 mmol) from Step 4(B) was dissolved in 45 mL of 1,2-dichloroethane, followed by the addition of Grubbs Catalyst 1st Generation (22 mg, 0.020 mmol) with 1 mL of 1,2-dichloroethane. The resulted reaction mixture was stirred at 70° C. for 6 hrs. (additional 14 mg of Grubbs Catalyst was added 2 hrs. after the initial addition) Solvent was evaporated in vacuo to give a crude product, which was purified by flash chromatography (10% EtOAc/DCM, Rf 0.19) to give 75 mg (68%,...